Dataset: the Open Reaction Database (ORD), a public repository of structured organic reaction records. Task: describe an organic reaction: reactants, conditions, products, and yield The reactants are O=C(Cl)c1ccccc1, CN(C)c1ccncc1, ClCCl, Nc1ccc2[nH]cc(CCN3C(=O)c4ccccc4C3=O)c2c1. Yields the product O=C(Nc1ccc2[nH]cc(CCN3C(=O)c4ccccc4C3=O)c2c1)c1ccccc1. As a reaction SMILES: [C:24]([c:25]1[cH:26][cH:27][cH:28][cH:29][cH:30]1)(=[O:31])[Cl:32].[CH3:33][N:34]([CH3:35])[c:36]1[cH:37][cH:38][n:39][cH:40][cH:41]1.[Cl:42][CH2:43][Cl:44].[NH2:1][c:2]1[cH:3][c:4]2[c:5]([CH2:11][CH2:12][N:13]3[C:14](=[O:23])[c:15]4[cH:16][cH:17][cH:18][cH:19][c:20]4[C:21]3=[O:22])[cH:6][nH:7][c:8]2[cH:9][cH:10]1>>[NH:1]([c:2]1[cH:3][c:4]2[c:5]([CH2:11][CH2:12][N:13]3[C:14](=[O:23])[c:15]4[cH:16][cH:17][cH:18][cH:19][c:20]4[C:21]3=[O:22])[cH:6][nH:7][c:8]2[cH:9][cH:10]1)[C:24]([c:25]1[cH:26][cH:27][cH:28][cH:29][cH:30]1)=[O:31]. Conditions: time 8 hour. Run in CCOC(=O)C (EtOAc), ClCCCl (DCE), [Al] (aluminum). Starting materials: C1CC(=O)N(C1=O)Br (NBS), FC1=CC=C(C=C1)C1=CC=2C(=NC=C(C2)C=2C=C(C(=O)OC)C=CC2C)O1 (methyl 3-(2-(4-fluorophenyl)furo[2,3-b]pyridin-5-yl)-4-methylbenzoate). Product: BrC1=C(OC2=NC=C(C=C21)C=2C=C(C(=O)OC)C=CC2C)C2=CC=C(C=C2)F (methyl 3-(3-bromo-2-(4-fluorophenyl)furo[2,3-b]pyridin-5-yl)-4-methylbenzoate). Reaction SMILES: C1C(=O)N([Br:8])C(=O)C1.[F:9][C:10]1[CH:15]=[CH:14][C:13]([C:16]2[O:35][C:19]3=[N:20][CH:21]=[C:22]([C:24]4[CH:25]=[C:26]([CH:31]=[CH:32][C:33]=4[CH3:34])[C:27]([O:29][CH3:30])=[O:28])[CH:23]=[C:18]3[CH:17]=2)=[CH:12][CH:11]=1>[Al].ClCCCl.CCOC(C)=O>[Br:8][C:17]1[C:18]2[C:19](=[N:20][CH:21]=[C:22]([C:24]3[CH:25]=[C:26]([CH:31]=[CH:32][C:33]=3[CH3:34])[C:27]([O:29][CH3:30])=[O:28])[CH:23]=2)[O:35][C:16]=1[C:13]1[CH:12]=[CH:11][C:10]([F:9])=[CH:15][CH:14]=1. Reported procedure: The reaction flask was wrapped in aluminum foil. NBS (175 mg, 0.983 mmol) was added to a stirring solution of methyl 3-(2-(4-fluorophenyl)furo[2,3-b]pyridin-5-yl)-4-methylbenzoate (289 mg, 0.800 mmol) in DCE (8 mL) at room temperature. It was allowed to stir overnight. The mixture was diluted with EtOAc and quenched with 10% sodium metabisulfate and washed with sat NaCl. The organic phase was dried over Na2SO4, filtered and concentrated was purified on silica gel (Biotage, EtOAc/hexanes gradient... The reactants are C1(=CC=CC=C1)C#C (phenylacetylene), C([O-])([O-])=O.[Cs+].[Cs+] (cesium carbonate), ClC=1C=NC=C(C1)Cl (3,5-dichloropyridine). Reagents/catalysts: CC#N.CC#N.Cl[Pd]Cl (bis(acetonitrile)palladium (II) chloride). Run in O (water), C(C)OCC (diethyl ether), C(C)#N (acetonitrile). Conditions: time 25 minute. Product: ClC=1C=NC=C(C1)C#CC1=CC=CC=C1 (3-Chloro-5-phenylethynylpyridine). Isolated yield 15.9%. As a reaction SMILES: C(=O)([O-])[O-].[Cs+].[Cs+].Cl[C:8]1[CH:9]=[N:10][CH:11]=[C:12]([Cl:14])[CH:13]=1.[C:15]1([C:21]#[CH:22])[CH:20]=[CH:19][CH:18]=[CH:17][CH:16]=1>C(#N)C.O.C(OCC)C.CC#N.CC#N.Cl[Pd]Cl>[Cl:14][C:12]1[CH:11]=[N:10][CH:9]=[C:8]([C:22]#[C:21][C:15]2[CH:20]=[CH:19][CH:18]=[CH:17][CH:16]=2)[CH:13]=1 |f:0.1.2,8.9.10|. Reported procedure: Charge a Schlenk tube under a positive pressure of argon with bis(acetonitrile)palladium (II) chloride (5 mg), 2-dicyclohexylphosphinodiphenyl (21 mg), cesium carbonate (1.69 g, 5.2 mmol) and 3,5-dichloropyridine (0.3 g, 2 mmol) in acetonitrile and stir at room temperature for 25 min (Angew. Chem. Int. Ed. 42, 5993-5996, (2003)). Add phenylacetylene (0.285 mL, 2.6 mmol) and stir at 95° C. for 16 h. Dilute the reaction mixture with water and diethyl ether and separate the phases. Wash the organic... The product is C1(=CC=CC=C1)N1C(NC(C1=C)=O)=O (1-Phenyl-5-methylene-2,4-dioxoimidazolidine). The solvent is O (water), C(C)(C)(C)O (tert.-butanol). As a reaction SMILES: [C:1]1([NH:7][C:8]([NH:10][C:11](=[O:16])[CH:12](Br)[CH2:13]Br)=[O:9])[CH:6]=[CH:5][CH:4]=[CH:3][CH:2]=1>C(O)(C)(C)C.O>[C:1]1([N:7]2[C:12](=[CH2:13])[C:11](=[O:16])[NH:10][C:8]2=[O:9])[CH:6]=[CH:5][CH:4]=[CH:3][CH:2]=1. Procedure details: 20.0 g of the N-phenyl-N'-(2,3-dibromopropionyl)-urea prepared in accordance with Example 1(b) are suspended in 200 ml of tert.-butanol, 23 g of potassium tert.-butylate (90%) are introduced into the resulting suspension and the mixture is heated under reflux for 1 hour. The solvent is then distilled off under normal pressure and the residue is heated in vacuo for 20 minutes to 120° C. The white crystalline powder obtained is dissolved in 400 ml of water at 60° C. and the solution is filtered an... Reactants: C1(=CC=CC=C1)NC(=O)NC(C(CBr)Br)=O (N-phenyl-N'-(2,3-dibromopropionyl)-urea), potassium tert.-butylate. Starting materials: O1CCC=2C1=CC=CC2N (2,3-dihydro-4-benzofuranamine), CO (methanol), C(C)(C)I (isopropyliodide). The solvent is C(C)N(CC)CC (triethylamine). Yields the product C(C)(C)NC=1C=CC=C2C1CCO2 (N-isopropyl-2,3-dihydro-4-benzofuranamine). As a reaction SMILES: [O:1]1[C:5]2=[CH:6][CH:7]=[CH:8][C:9]([NH2:10])=[C:4]2[CH2:3][CH2:2]1.CO.[CH:13](I)([CH3:15])[CH3:14]>C(N(CC)CC)C>[CH:13]([NH:10][C:9]1[CH:8]=[CH:7][CH:6]=[C:5]2[O:1][CH2:2][CH2:3][C:4]=12)([CH3:15])[CH3:14]. Procedure: To a solution of 19.7 g. of 2,3-dihydro-4-benzofuranamine in 150 ml. of methanol is added 11 ml. of isopropyliodide and 15.5 ml. of triethylamine. The solution is refluxed for 40 hours and then concentrated in vacuo. The resultant oil is extracted and combined, filtered through Celite, and the ether removed in vacuo to give an oil of N-isopropyl-2,3-dihydro-4-benzofuranamine.